This data is from the Open Reaction Database (ORD), a public repository of structured organic reaction records. The task is: describe an organic reaction: reactants, conditions, products, and yield Reactants: CCOC(=O)C (EtOAc), C(C)OC(C1=C(C=C(C=C1)OCOC)C=1CC(C=CC1)(C=O)Br)=O (3-bromo-3-formylphenyl-4-methoxymethoxybenzoic acid ethyl ester), [OH-].[K+] (KOH), [OH-].[K+] (KOH), CCOC(=O)C (EtOAc). Solvent: O (water), Cl (HCl), Hexanes, CO (MeOH). Conditions: time 8 hour. The product is BrC1(CC(=CC=C1)C1=C(C(=O)O)C=CC(=C1)OCOC)C=O (3-Bromo-3-formylphenyl-4-methoxymethoxybenzoic acid). Reaction SMILES: C([O:3][C:4](=[O:24])[C:5]1[CH:10]=[CH:9][C:8]([O:11][CH2:12][O:13][CH3:14])=[CH:7][C:6]=1[C:15]1[CH2:16][C:17]([Br:23])([CH:21]=[O:22])[CH:18]=[CH:19][CH:20]=1)C.[OH-].[K+].CCOC(C)=O>CO.O.Cl>[Br:23][C:17]1([CH:21]=[O:22])[CH:18]=[CH:19][CH:20]=[C:15]([C:6]2[CH:7]=[C:8]([O:11][CH2:12][O:13][CH3:14])[CH:9]=[CH:10][C:5]=2[C:4]([OH:24])=[O:3])[CH2:16]1 |f:1.2|. Reported procedure: To a suspension of 3-bromo-3-formylphenyl-4-methoxymethoxybenzoic acid ethyl ester (1.4 g, 3.56 mmol) in 10 mL MeOH/20 mL H2O was added solid KOH (220 mg, 3.91 mmol). The reaction mixture was refluxed for 3 hours then additional solid KOH (23 mg, 0.42 mmol) was added and the temperature of the reaction was lowered to ca 50° C. after which point the reaction was stirred overnight. The workup of the reaction consisted of diluting with water and acidifying with 2N HCl to pH 1 then extracting with E... Starting materials: FC1=C(C=CC(=C1)OCC1=CC=C(C=C1)CN(C=1SC=C(N1)C1=CC=C(C=C1)C(F)(F)F)CCC1=CC=CC=C1)CCC(=O)OCC (ethyl 3-[2-fluoro-4-({4-[((2-phenylethyl){4-[4-(trifluoromethyl)phenyl]-1,3-thiazol-2-yl}amino)methyl]-benzyl}oxy)phenyl]propanoate). The solvent is C(C)O (ethanol), O1CCCC1 (tetrahydrofuran), [OH-].[Na+] (sodium hydroxide), O (water), Cl (hydrochloric acid). Run at time 2 hour. Product: FC1=C(C=CC(=C1)OCC1=CC=C(C=C1)CN(C=1SC=C(N1)C1=CC=C(C=C1)C(F)(F)F)CCC1=CC=CC=C1)CCC(=O)O (3-[2-fluoro-4-({4-[((2-phenylethyl){4-[4-(trifluoromethyl)phenyl]-1,3-thiazol-2-yl}amino)methyl]-benzyl}oxy)phenyl]propanoic acid). Yield: 47.0%. Reaction SMILES: [F:1][C:2]1[CH:7]=[C:6]([O:8][CH2:9][C:10]2[CH:15]=[CH:14][C:13]([CH2:16][N:17]([CH2:33][CH2:34][C:35]3[CH:40]=[CH:39][CH:38]=[CH:37][CH:36]=3)[C:18]3[S:19][CH:20]=[C:21]([C:23]4[CH:28]=[CH:27][C:26]([C:29]([F:32])([F:31])[F:30])=[CH:25][CH:24]=4)[N:22]=3)=[CH:12][CH:11]=2)[CH:5]=[CH:4][C:3]=1[CH2:41][CH2:42][C:43]([O:45]CC)=[O:44]>C(O)C.O1CCCC1.[OH-].[Na+].O.Cl>[F:1][C:2]1[CH:7]=[C:6]([O:8][CH2:9][C:10]2[CH:15]=[CH:14][C:13]([CH2:16][N:17]([CH2:33][CH2:34][C:35]3[CH:40]=[CH:39][CH:38]=[CH:37][CH:36]=3)[C:18]3[S:19][CH:20]=[C:21]([C:23]4[CH:28]=[CH:27][C:26]([C:29]([F:31])([F:30])[F:32])=[CH:25][CH:24]=4)[N:22]=3)=[CH:12][CH:11]=2)[CH:5]=[CH:4][C:3]=1[CH2:41][CH2:42][C:43]([OH:45])=[O:44] |f:3.4|. Reported procedure: The yellow oil obtained in Example 43 was dissolved in a mixed solvent of ethanol (5 mL) and tetrahydrofuran (5 mL), and 2N aqueous sodium hydroxide solution (2 mL) was added. The mixture was stirred at room temperature for 2 hr. The reaction mixture was diluted with water and neutralized with 1N hydrochloric acid. The precipitated solid was collected by filtration, washed with water and dried to give the title compound (300 mg, yield 47%, 2 steps) as colorless crystals. Starting materials: CC1(C)OB(c2ccc(N)cc2)OC1(C)C, COCCOC, CCO, CCOC(C)=O, CC1COCCN1c1cc(CS(=O)(=O)c2ccc(F)cc2)nc(Cl)n1, [Na+], [Na+], O=C([O-])[O-], CN(C)C=O, O, Cl[Pd]Cl, c1ccc(P(c2ccccc2)c2ccccc2)cc1, c1ccc(P(c2ccccc2)c2ccccc2)cc1. Yields the product CC1COCCN1c1cc(CS(=O)(=O)c2ccc(F)cc2)nc(-c2ccc(N)cc2)n1. As a reaction SMILES: [CH3:1][C:2]1([CH3:3])[C:4]([CH3:5])([CH3:6])[O:7][B:8]([c:9]2[cH:10][cH:11][c:12]([NH2:13])[cH:14][cH:15]2)[O:16]1.[CH3:53][O:54][CH2:55][CH2:56][O:57][CH3:58].[CH3:60][CH2:61][OH:62].[CH3:63][CH2:64][O:65][C:66](=[O:67])[CH3:68].[Cl:17][c:18]1[n:19][c:20]([N:35]2[CH:36]([CH3:41])[CH2:37][O:38][CH2:39][CH2:40]2)[cH:21][c:22]([CH2:24][S:25](=[O:26])(=[O:27])[c:28]2[cH:29][cH:30][c:31]([F:34])[cH:32][cH:33]2)[n:23]1.[Na+:42].[Na+:43].[O-:44][C:45](=[O:46])[O-:47].[O:48]=[CH:49][N:50]([CH3:51])[CH3:52].[OH2:59].[Pd:69]([Cl:70])[Cl:71].[c:72]1([P:73]([c:74]2[cH:75][cH:76][cH:77][cH:78][cH:79]2)[c:80]2[cH:81][cH:82][cH:83][cH:84][cH:85]2)[cH:86][cH:87][cH:88][cH:89][cH:90]1.[c:91]1([P:92]([c:93]2[cH:94][cH:95][cH:96][cH:97][cH:98]2)[c:99]2[cH:100][cH:101][cH:102][cH:103][cH:104]2)[cH:105][cH:106][cH:107][cH:108][cH:109]1>>[c:9]1(-[c:18]2[n:19][c:20]([N:35]3[CH:36]([CH3:41])[CH2:37][O:38][CH2:39][CH2:40]3)[cH:21][c:22]([CH2:24][S:25](=[O:26])(=[O:27])[c:28]3[cH:29][cH:30][c:31]([F:34])[cH:32][cH:33]3)[n:23]2)[cH:10][cH:11][c:12]([NH2:13])[cH:14][cH:15]1. Reactants: CNC1=C(C=NC=C1)S(=O)(=O)N (4-methylaminopyridine-3- sulfonamide), C(CC)=O (propionaldehyde), Cl (hydrochloric acid). Reagents/catalysts: saturated solution. Run in C(C)(C)O (isopropanol), C(C)(=O)OCC (ethyl acetate). Run at temperature 50 celsius. Yields the product C(C)C1NS(C2=C(N1C)C=CN=C2)(=O)=O (3-ETHYL-4-METHYL-2,3-DIHYDRO-4H-PYRIDO[4,3-e][1,2,4]THIADIAZINE 1,1-DIOXIDE). As a reaction SMILES: [CH3:1][NH:2][C:3]1[CH:8]=[CH:7][N:6]=[CH:5][C:4]=1[S:9]([NH2:12])(=[O:11])=[O:10].[CH:13](=O)[CH2:14][CH3:15].Cl>C(O)(C)C.C(OCC)(=O)C>[CH2:14]([CH:13]1[N:2]([CH3:1])[C:3]2[CH:8]=[CH:7][N:6]=[CH:5][C:4]=2[S:9](=[O:11])(=[O:10])[NH:12]1)[CH3:15]. Procedure details: A solution of 0.5 g of 4-methylaminopyridine-3- sulfonamide (Preparation 12) and 0.9 cm3 of propionaldehyde in 5 cm3 of isopropanol, to which 3 drops of a saturated solution of hydrochloric acid in ethyl acetate have been added, is heated for 3 hours at 50° C. The solvent is then removed under partial vacuum and the residue obtained is recrystallized several times from a chloroform/petroleum ether (1/3) mixture. Starting materials: O=C([O-])[O-], CCOC(=O)Cc1cccc(Nc2cccc(N)c2)c1N, Cl, [Na+], [Na+]. The product is Nc1cccc(Nc2cccc3c2NC(=O)C3)c1. Reaction SMILES: [C:22](=[O:23])([O-:24])[O-:25].[CH2:1]([O:3][C:4](=[O:2])[CH2:5][c:6]1[c:7]([NH2:20])[c:8]([NH:12][c:13]2[cH:14][c:15]([NH2:19])[cH:16][cH:17][cH:18]2)[cH:9][cH:10][cH:11]1)[CH3:21].[ClH:28].[Na+:26].[Na+:27]>>[O:3]=[C:4]1[CH2:5][c:6]2[c:7]([c:8]([NH:12][c:13]3[cH:14][c:15]([NH2:19])[cH:16][cH:17][cH:18]3)[cH:9][cH:10][cH:11]2)[NH:20]1. Procedure: To a 20 ml microwave vial was added 2-(6-fluoro-1-methyl-1H-indazol-3-yl)-5-(2-trimethylsilanyl-ethoxymethyl)-5H-pyrrolo[2,3-b]pyrazine-7-carboxylic acid [(R)-1-(4-bromophenyl)-ethyl]-amide (62 mg, 0.10 mmol), copper (I) cyanide (18 mg, 0.20 mmol), and N-methyl-pyrrolidinone (6 ml) (HPLC grade, dried with 4A powdered molecular sieves). The resulting solution was purged with nitrogen then the vial sealed, and heated in an oil bath at 200° C. After 2.5 h the reaction was allowed to cool to room te... Starting materials: BrC1=CC=C(C=C1)[C@@H](C)NC(=O)C1=CN(C2=NC=C(N=C21)C2=NN(C1=CC(=CC=C21)F)C)COCC[Si](C)(C)C (2-(6-fluoro-1-methyl-1H-indazol-3-yl)-5-(2-trimethylsilanyl-ethoxymethyl)-5H-pyrrolo[2,3-b]pyrazine-7-carboxylic acid [(R)-1-(4-bromophenyl)-ethyl]-amide), [Cu]C#N (copper (I) cyanide). Run at temperature 200 celsius, time 2.5 hour. The solvent is CN1C(CCC1)=O (N-methyl-pyrrolidinone). Yields the product C(#N)C1=CC=C(C=C1)[C@@H](C)NC(=O)C1=CN(C2=NC=C(N=C21)C2=NN(C1=CC(=CC=C21)F)C)COCC[Si](C)(C)C (2-(6-Fluoro-1-methyl-1H-indazol-3-yl)-5-(2-trimethylsilanyl-ethoxymethyl)-5H-pyrrolo[2,3-b]pyrazine-7-carboxylic acid [(R)-1-(4-cyano-phenyl)-ethyl]-amide). Reaction SMILES: Br[C:2]1[CH:7]=[CH:6][C:5]([C@H:8]([NH:10][C:11]([C:13]2[C:21]3[C:16](=[N:17][CH:18]=[C:19]([C:22]4[C:30]5[C:25](=[CH:26][C:27]([F:31])=[CH:28][CH:29]=5)[N:24]([CH3:32])[N:23]=4)[N:20]=3)[N:15]([CH2:33][O:34][CH2:35][CH2:36][Si:37]([CH3:40])([CH3:39])[CH3:38])[CH:14]=2)=[O:12])[CH3:9])=[CH:4][CH:3]=1.[Cu][C:42]#[N:43]>CN1CCCC1=O>[C:42]([C:2]1[CH:7]=[CH:6][C:5]([C@H:8]([NH:10][C:11]([C:13]2[C:21]3[C:16](=[N:17][CH:18]=[C:19]([C:22]4[C:30]5[C:25](=[CH:26][C:27]([F:31])=[CH:28][CH:29]=5)[N:24]([CH3:32])[N:23]=4)[N:20]=3)[N:15]([CH2:33][O:34][CH2:35][CH2:36][Si:37]([CH3:38])([CH3:39])[CH3:40])[CH:14]=2)=[O:12])[CH3:9])=[CH:4][CH:3]=1)#[N:43]. Starting materials: [Al], CO, CCOc1ccc(Cl)cc1-c1cc(Nc2ccc(C(=O)O)cc2)nc(NC)n1, Cl, [Li], [Na]. The product is CCOc1ccc(Cl)cc1-c1cc(Nc2ccc(CO)cc2)nc(NC)n1. As a reaction SMILES: [Al:30].[CH3:33][OH:34].[Cl:2][c:3]1[cH:4][cH:5][c:6]([O:27][CH2:28][CH3:29])[c:7](-[c:9]2[cH:10][c:11]([NH:17][c:18]3[cH:19][cH:20][c:21]([C:22](=[O:23])[OH:24])[cH:25][cH:26]3)[n:12][c:13]([NH:15][CH3:16])[n:14]2)[cH:8]1.[ClH:32].[Li:31].[Na:1]>>[Cl:2][c:3]1[cH:4][cH:5][c:6]([O:27][CH2:28][CH3:29])[c:7](-[c:9]2[cH:10][c:11]([NH:17][c:18]3[cH:19][cH:20][c:21]([CH2:22][OH:23])[cH:25][cH:26]3)[n:12][c:13]([NH:15][CH3:16])[n:14]2)[cH:8]1. Starting materials: [Al+3], C1CCOC1, [H-], [H-], [H-], [H-], [Li+], [Na+], [OH-], O=C(O)c1ccc2[nH]ncc2n1. Yields the product OCc1ccc2[nH]ncc2n1. As a reaction SMILES: [Al+3:14].[CH2:21]1[O:22][CH2:23][CH2:24][CH2:25]1.[H-:13].[H-:16].[H-:17].[H-:18].[Li+:15].[Na+:20].[OH-:19].[nH:1]1[n:2][cH:3][c:4]2[n:5][c:6]([C:10](=[O:11])[OH:12])[cH:7][cH:8][c:9]12>>[nH:1]1[n:2][cH:3][c:4]2[n:5][c:6]([CH2:10][OH:11])[cH:7][cH:8][c:9]12.